From a dataset of the Open Reaction Database (ORD), a public repository of structured organic reaction records. describe an organic reaction: reactants, conditions, products, and yield Procedure details: A sodium methanolate (NaOMe) solution was prepared by slowly adding MeOH (50 mL) to a suspension of sodium hydride (60% in mineral oil, 28 g, 0.71 mol) in dry THF (1.2 L) at 0° C. The resulting mixture was stirred at RT for 2 h. A portion of the NaOMe solution (320 mL) was added to (S)-2-(tert-butoxycarbonylamino)-3-hydroxypropanoic acid (36 g, 175 mmol) in dry THF (1.6 L), and the mixture was stirred at RT for 1 h. Methyl iodine (16 mL) was then added and the mixture was stirred at RT for 1 h. ... As a reaction SMILES: [H-].[Na+:2].[CH3:3][O-].[Na+].[C:6]([O:10][C:11]([NH:13][C@@H:14]([CH2:18][OH:19])[C:15]([OH:17])=[O:16])=[O:12])([CH3:9])([CH3:8])[CH3:7].CI>C1COCC1.CO>[CH3:6][O-:10].[Na+:2].[C:6]([O:10][C:11]([NH:13][C@@H:14]([CH2:18][O:19][CH3:3])[C:15]([OH:17])=[O:16])=[O:12])([CH3:9])([CH3:8])[CH3:7] |f:0.1,2.3,8.9|. Reaction conditions: time 2 hour. The reactants are CI (methyl iodine), C[O-].[Na+] (NaOMe), C(C)(C)(C)OC(=O)N[C@H](C(=O)O)CO ((S)-2-(tert-butoxycarbonylamino)-3-hydroxypropanoic acid), C[O-].[Na+] (NaOMe), CI (Methyl iodine), [H-].[Na+] (sodium hydride). Product: C[O-].[Na+] (sodium methanolate), C(C)(C)(C)OC(=O)N[C@H](C(=O)O)COC ((S)-2-(tert-Butoxycarbonylamino)-3-methoxypropanoic acid). The solvent is C1CCOC1 (THF), C1CCOC1 (THF), C1CCOC1 (THF), CO (MeOH). Reactants: COc1ccc(CON=C(c2ccccc2)c2nnnn2C)nc1Br, CCN(C(C)C)C(C)C, C1CCOC1, CCOC(C)=O, C#CC1CC1, I[Cu]I, N#N, c1ccc(P(c2ccccc2)(c2ccccc2)[Pd](P(c2ccccc2)(c2ccccc2)c2ccccc2)(P(c2ccccc2)(c2ccccc2)c2ccccc2)P(c2ccccc2)(c2ccccc2)c2ccccc2)cc1. Yields the product COc1ccc(CON=C(c2ccccc2)c2nnnn2C)nc1C#CC1CC1. Reaction SMILES: [Br:1][c:2]1[c:3]([O:24][CH3:25])[cH:4][cH:5][c:6]([CH2:8][O:9][N:10]=[C:11]([c:12]2[cH:13][cH:14][cH:15][cH:16][cH:17]2)[c:18]2[n:19][n:20][n:21][n:22]2[CH3:23])[n:7]1.[CH2:33]([N:34]([CH:35]([CH3:36])[CH3:37])[CH:38]([CH3:39])[CH3:40])[CH3:41].[CH2:42]1[O:43][CH2:44][CH2:45][CH2:46]1.[CH3:47][CH2:48][O:49][C:50]([CH3:51])=[O:52].[CH:28]1([C:31]#[CH:32])[CH2:29][CH2:30]1.[Cu:53]([I:54])[I:55].[N:26]#[N:27].[cH:56]1[cH:57][cH:58][c:59]([P:60]([Pd:61]([P:62]([c:63]2[cH:64][cH:65][cH:66][cH:67][cH:68]2)([c:69]2[cH:70][cH:71][cH:72][cH:73][cH:74]2)[c:75]2[cH:76][cH:77][cH:78][cH:79][cH:80]2)([P:81]([c:82]2[cH:83][cH:84][cH:85][cH:86][cH:87]2)([c:88]2[cH:89][cH:90][cH:91][cH:92][cH:93]2)[c:94]2[cH:95][cH:96][cH:97][cH:98][cH:99]2)[P:100]([c:101]2[cH:102][cH:103][cH:104][cH:105][cH:106]2)([c:107]2[cH:108][cH:109][cH:110][cH:111][cH:112]2)[c:113]2[cH:114][cH:115][cH:116][cH:117][cH:118]2)([c:119]2[cH:120][cH:121][cH:122][cH:123][cH:124]2)[c:125]2[cH:126][cH:127][cH:128][cH:129][cH:130]2)[cH:131][cH:132]1>>[c:2]1([C:32]#[C:31][CH:28]2[CH2:29][CH2:30]2)[c:3]([O:24][CH3:25])[cH:4][cH:5][c:6]([CH2:8][O:9][N:10]=[C:11]([c:12]2[cH:13][cH:14][cH:15][cH:16][cH:17]2)[c:18]2[n:19][n:20][n:21][n:22]2[CH3:23])[n:7]1.